Dataset: the Open Reaction Database (ORD), a public repository of structured organic reaction records. Task: describe an organic reaction: reactants, conditions, products, and yield Reaction SMILES: [Cl:1][CH2:2][CH:3]1[C:11]2[C:10]3[CH:12]=[CH:13][C:14]([N+:16]([O-:18])=[O:17])=[CH:15][C:9]=3[C:8]([N+:19]([O-:21])=[O:20])=[CH:7][C:6]=2[NH:5][CH2:4]1.Cl.[CH3:23][N:24]([CH3:40])[CH2:25][CH2:26][O:27][C:28]1[CH:29]=[C:30]2[C:34](=[CH:35][CH:36]=1)[NH:33][C:32]([C:37](O)=[O:38])=[CH:31]2.CCN=C=NCCCN(C)C.CC1C=CC(S(O)(=O)=O)=CC=1.N.Cl>CC(N(C)C)=O.CO.CCOC(C)=O>[Cl:1][CH2:2][CH:3]1[C:11]2[C:10]3[CH:12]=[CH:13][C:14]([N+:16]([O-:18])=[O:17])=[CH:15][C:9]=3[C:8]([N+:19]([O-:21])=[O:20])=[CH:7][C:6]=2[N:5]([C:37]([C:32]2[NH:33][C:34]3[C:30]([CH:31]=2)=[CH:29][C:28]([O:27][CH2:26][CH2:25][N:24]([CH3:40])[CH3:23])=[CH:36][CH:35]=3)=[O:38])[CH2:4]1 |f:1.2|. Procedure: A mixture of amine 135 (100 mg, 0.33 mmol), 5-[2-(dimethylamino)ethoxy]indole-2-carboxylic acid hydrochloride (111 mg, 0.39 mmol), EDCI (249 mg, 1.30 mmol) and anhydrous TsOH (4.0 mg, 0.02 mmol) in dry DMA (8 mL) was stirred at room temperature under N2 for 6 h, then poured into dilute aqueous NH3. The basic mixture was stirred for 1 h, then the precipitate was collected and dissolved in EtOAc (300 mL) at room temperature. The solution was washed with water, dried, and then concentrated to 10 mL... The solvent is CC(=O)N(C)C (DMA), CO (MeOH), CCOC(=O)C (EtOAc). Reaction conditions: time 6 hour. The reactants are ClCC1CNC=2C=C(C3=C(C12)C=CC(=C3)[N+](=O)[O-])[N+](=O)[O-] (1-(chloromethyl)-5,7-dinitro-1,2-dihydro-3H-benzo[e]indole), Cl.CN(CCOC=1C=C2C=C(NC2=CC1)C(=O)O)C (5-[2-(dimethylamino)ethoxy]indole-2-carboxylic acid hydrochloride), CCN=C=NCCCN(C)C (EDCI), CC=1C=CC(=CC1)S(=O)(=O)O (TsOH), Cl (HCl), N (NH3), Cl (HCl). Product: ClCC1CN(C=2C=C(C3=C(C12)C=CC(=C3)[N+](=O)[O-])[N+](=O)[O-])C(=O)C=3NC1=CC=C(C=C1C3)OCCN(C)C (1-(Chloromethyl)-3-{5-[2-(dimethylamino)ethoxy]indol-2-carbonyl}-5,7-dinitro-1,2-dihydro-3H-benzo[e]indole). The reactants are C(C1=CC=CC=C1)OC=1C=C(C=NC1)C=1C=C2CCCNC2=NC1 (6-(5-benzyloxy-pyridin-3-yl)-1,2,3,4-tetrahydro-[1,8]naphthyridine), FC(C(=O)O)(F)F (trifluoroacetic acid). The solvent is C(Cl)Cl (DCM). Product: C(C)(C)(C)OC(=O)N1CCCC2=CC(=CN=C12)C=1C=NC=C(C1)OCC1=CC=CC=C1 (6-(5-Benzyloxy-pyridin-3-yl)-3,4-dihydro-2H-[1,8]naphthyridine-1-carboxylic acid tert-butyl ester). RXN SMILES: [CH2:1]([O:8][C:9]1[CH:10]=[C:11]([C:15]2[CH:16]=[C:17]3[C:22](=[N:23][CH:24]=2)[NH:21][CH2:20][CH2:19][CH2:18]3)[CH:12]=[N:13][CH:14]=1)[C:2]1[CH:7]=[CH:6][CH:5]=[CH:4][CH:3]=1.FC(F)(F)[C:27]([OH:29])=[O:28]>C(Cl)Cl>[C:2]([O:29][C:27]([N:21]1[C:22]2[C:17](=[CH:16][C:15]([C:11]3[CH:12]=[N:13][CH:14]=[C:9]([O:8][CH2:1][C:2]4[CH:3]=[CH:4][CH:5]=[CH:6][CH:7]=4)[CH:10]=3)=[CH:24][N:23]=2)[CH2:18][CH2:19][CH2:20]1)=[O:28])([CH3:7])([CH3:3])[CH3:1]. Procedure details: 6-(5-Benzyloxy-pyridin-3-yl)-3,4-dihydro-2H-[1,8]naphthyridine-1-carboxylic acid tert-butyl ester is synthesized according to the procedure of Suzuki Coupling Method IV, as illustrated above. It is then used to synthesize 6-(5-benzyloxy-pyridin-3-yl)-1,2,3,4-tetrahydro-[1,8]naphthyridine according to the procedure for Step 2 of Example 27 using 20% trifluoroacetic acid in DCM as the reagent.